Task: describe an organic reaction: reactants, conditions, products, and yield. Dataset: the Open Reaction Database (ORD), a public repository of structured organic reaction records Reactants: COC(=O)[C@H]1N(C[C@@H](C1)S(=O)(=O)C1=C(C=CC=C1)C(F)(F)F)C=1N(N=C(C1)C1CCOCC1)C1CCC1 ((2S,4R)-1-[2-cyclobutyl-5-(tetrahydro-pyran-4-yl)-2H-pyrazol-3-yl]-4-(2-trifluorom ethyl-benzenesulfonyl)-pyrrolidine-2-carboxylic acid methyl ester), [OH-].[Li+] (lithium hydroxide). Product: C1(CCC1)N1N=C(C=C1N1[C@@H](C[C@H](C1)S(=O)(=O)C1=C(C=CC=C1)C(F)(F)F)C(=O)O)C1CCOCC1 ((2S,4R)-1-[2-Cyclobutyl-5-(tetrahydro-pyran-4-yl)-2H-pyrazol-3-yl]-4-(2-trifluoromethyl-benzenesulfonyl)-pyrrolidine-2-carboxylic acid). Reaction SMILES: C[O:2][C:3]([C@@H:5]1[CH2:9][C@@H:8]([S:10]([C:13]2[CH:18]=[CH:17][CH:16]=[CH:15][C:14]=2[C:19]([F:22])([F:21])[F:20])(=[O:12])=[O:11])[CH2:7][N:6]1[C:23]1[N:24]([CH:34]2[CH2:37][CH2:36][CH2:35]2)[N:25]=[C:26]([CH:28]2[CH2:33][CH2:32][O:31][CH2:30][CH2:29]2)[CH:27]=1)=[O:4].[OH-].[Li+]>>[CH:34]1([N:24]2[C:23]([N:6]3[CH2:7][C@H:8]([S:10]([C:13]4[CH:18]=[CH:17][CH:16]=[CH:15][C:14]=4[C:19]([F:20])([F:22])[F:21])(=[O:11])=[O:12])[CH2:9][C@H:5]3[C:3]([OH:4])=[O:2])=[CH:27][C:26]([CH:28]3[CH2:29][CH2:30][O:31][CH2:32][CH2:33]3)=[N:25]2)[CH2:37][CH2:36][CH2:35]1 |f:1.2|. Procedure: In analogy to the procedure described in example 253e, (2S,4R)-1-[2-cyclobutyl-5-(tetrahydro-pyran-4-yl)-2H-pyrazol-3-yl]-4-(2-trifluorom ethyl-benzenesulfonyl)-pyrrolidine-2-carboxylic acid methyl ester was saponified in the presence of lithium hydroxide to give the title compound as yellow oil which was used in the next step without further purification. MS (ESI): m/z=528.3 [M+H]+. The reactants are FC=1C=C(C=C(C1F)F)C1C(CCCC1)O (2-(3,4,5-trifluoro-phenyl)-cyclohexanol), C([O-])(O)=O.[Na+] (sodium bicarbonate). The solvent is C(Cl)Cl (methylene chloride). Yields the product FC=1C=C(C=C(C1F)F)C1C(CCCC1)=O (2-(3,4,5-Trifluoro-phenyl)-cyclohexanone). Yield: 95.2%. As a reaction SMILES: [F:1][C:2]1[CH:3]=[C:4]([CH:10]2[CH2:15][CH2:14][CH2:13][CH2:12][CH:11]2[OH:16])[CH:5]=[C:6]([F:9])[C:7]=1[F:8].C(=O)(O)[O-].[Na+]>C(Cl)Cl>[F:1][C:2]1[CH:3]=[C:4]([CH:10]2[CH2:15][CH2:14][CH2:13][CH2:12][C:11]2=[O:16])[CH:5]=[C:6]([F:9])[C:7]=1[F:8] |f:1.2|. Procedure: To a solution of 2-(3,4,5-trifluoro-phenyl)-cyclohexanol (215 mg, 0.93 mmol) dissolved in methylene chloride (15 mL) was added under nitrogen Dess-Martin reagent (475 mg, 1.1 mmol, 15 weight-percent in methylene chloride). The reaction was stirred at room temperature over night. The same amount of Des-Martin reagent was added and the reaction was stirred at room temperature over night. The reaction was poured onto a saturated sodium bicarbonate solution. The organic layer was washed with 10% aqu... Reactants: CC(C)(C)OC(=O)CNC(=O)c1ncc(O)cc1O, ClCCl, O=C(O)C(F)(F)F. Yields the product O=C(O)CNC(=O)c1ncc(O)cc1O. RXN SMILES: [C:1]([CH3:2])([CH3:3])([CH3:4])[O:5][C:6]([CH2:7][NH:8][C:9](=[O:10])[c:11]1[n:12][cH:13][c:14]([OH:18])[cH:15][c:16]1[OH:17])=[O:19].[Cl:27][CH2:28][Cl:29].[OH:20][C:21]([C:22]([F:23])([F:24])[F:25])=[O:26]>>[O:5]=[C:6]([CH2:7][NH:8][C:9](=[O:10])[c:11]1[n:12][cH:13][c:14]([OH:18])[cH:15][c:16]1[OH:17])[OH:19]. Reactants: (S)-phenylethylamine, CO\C(\C(=O)O)=C/C1=CC=C(C2=C1SC=C2)OCCC=2N=C(OC2C)C2=CC=CC=C2 ((Z)-2-methoxy-3-{4-[2-(5-methyl-2-phenyl-oxazol-4-yl)-ethoxy]-benzo[b]thiophen-7-yl}-acrylic acid), Ru(OAc)2((S)-TMBTP), [H][H] (hydrogen). Run in CO.ClCCl (methanol dichloromethane). Product: CO[C@H](C(=O)O)CC1=CC=C(C2=C1SC=C2)OCCC=2N=C(OC2C)C2=CC=CC=C2 ((S)-2-methoxy-3-{4-[2-(5-methyl-2-phenyl-oxazol-4-yl)-ethoxy]-benzo[b]thiophen-7-yl}-propionic acid). RXN SMILES: [CH3:1][O:2]/[C:3](=[CH:7]\[C:8]1[C:13]2[S:14][CH:15]=[CH:16][C:12]=2[C:11]([O:17][CH2:18][CH2:19][C:20]2[N:21]=[C:22]([C:26]3[CH:31]=[CH:30][CH:29]=[CH:28][CH:27]=3)[O:23][C:24]=2[CH3:25])=[CH:10][CH:9]=1)/[C:4]([OH:6])=[O:5].[H][H]>CO.ClCCl>[CH3:1][O:2][C@@H:3]([CH2:7][C:8]1[C:13]2[S:14][CH:15]=[CH:16][C:12]=2[C:11]([O:17][CH2:18][CH2:19][C:20]2[N:21]=[C:22]([C:26]3[CH:31]=[CH:30][CH:29]=[CH:28][CH:27]=3)[O:23][C:24]=2[CH3:25])=[CH:10][CH:9]=1)[C:4]([OH:6])=[O:5] |f:2.3|. Reported procedure: In an analogous manner to Example 10 but in the presence of (S)-phenylethylamine (2.29 mmol) instead of NaOH as a base, 5 g (11.48 mmol) of (Z)-2-methoxy-3-{4-[2-(5-methyl-2-phenyl-oxazol-4-yl)-ethoxy]-benzo[b]thiophen-7-yl}-acrylic acid were asymmetrically hydrogenated in 37 ml methanol/dichloromethane (3:2) in the presence of 0.93 mg of [Ru(OAc)2((S)-TMBTP)] (S/C molar ratio 10'000) under 30 bar of hydrogen for 4 h at 40°, then 2 h at 60° h to reach 99.9% conversion. Rotary evaporation of the ... Product: BrC=1C=C(C#N)C=CC1OCOCC (3-bromo-4-(ethoxymethoxy)benzonitrile). Yield: 93.7%. Reported procedure: A solution of 3-bromo-4-hydroxybenzonitrile (25 g, 125 mmol) in THF (375 mL) at room temperature was treated with 95% NaH (4.3 g, 170 mmol) in a few portions. The resulting slurry was heated to 60° C. for 30 minutes, treated with chloromethyl ethyl ether (25 g, 260 mmol), and the mixture was stirred at 60° C. for another 2 hours. The reaction was cooled to room temperature, concentrated to a slush, treated with water (200 mL), and filtered. The solid was dried for about 16 hours under vacuum in ... Run in C1CCOC1 (THF). Reaction SMILES: [Br:1][C:2]1[CH:3]=[C:4]([CH:7]=[CH:8][C:9]=1[OH:10])[C:5]#[N:6].[H-].[Na+].[CH2:13]([O:15][CH2:16]Cl)[CH3:14]>C1COCC1>[Br:1][C:2]1[CH:3]=[C:4]([CH:7]=[CH:8][C:9]=1[O:10][CH2:16][O:15][CH2:13][CH3:14])[C:5]#[N:6] |f:1.2|. Reactants: BrC=1C=C(C#N)C=CC1O (3-bromo-4-hydroxybenzonitrile), [H-].[Na+] (NaH), C(C)OCCl (chloromethyl ethyl ether). Run at temperature 60 celsius, time 2 hour. The reactants are [Na+], C1CCOC1, [OH-], O=C1Cc2c(CCO)cccc2N1, O=C=NS(=O)(=O)N=C=O, c1ccccc1, c1ccncc1. Product: O=C1Cc2c(CCOC(=O)N=S(=O)=O)cccc2N1, c1ccccc1. RXN SMILES: [Na+:30].[O:31]1[CH2:32][CH2:33][CH2:34][CH2:35]1.[OH-:29].[OH:16][CH2:17][CH2:18][c:19]1[c:20]2[c:24]([cH:25][cH:26][cH:27]1)[NH:23][C:22](=[O:28])[CH2:21]2.[S:1](=[O:2])(=[O:3])([N:4]=[C:5]=[O:6])[N:7]=[C:8]=[O:9].[cH:10]1[cH:11][cH:12][cH:13][cH:14][cH:15]1.[cH:36]1[cH:37][cH:38][n:39][cH:40][cH:41]1>>[S:1](=[O:2])(=[O:3])=[N:7][C:8](=[O:9])[O:16][CH2:17][CH2:18][c:19]1[c:20]2[c:24]([cH:25][cH:26][cH:27]1)[NH:23][C:22](=[O:28])[CH2:21]2.[cH:10]1[cH:11][cH:12][cH:13][cH:14][cH:15]1.